From a dataset of the Open Reaction Database (ORD), a public repository of structured organic reaction records. describe an organic reaction: reactants, conditions, products, and yield The reactants are crystals, C1=CC=CC=2C3=CC=CC=C3C(C(C12)=O)=O (9,10-phenanthrenequinone), N(N)C1=NC(=CC=C1)OC1=CC=C(C=C1)C(F)(F)F (2-hydrazino-6-(4-trifluoromethylphenoxy)pyridine), C1=CC=CC=2C3=CC=CC=C3C(C(C12)=O)=O (9,10-phenanthrenequinone). Run in C(C)(=O)O (acetic acid). Conditions: temperature 100 celsius. Yields the product FC(C1=CC=C(OC2=CC=CC(=N2)N=NC2=C(C3=CC=CC=C3C=3C=CC=CC23)O)C=C1)(F)F (10-[6-(4-trifluoromethyl-phenoxy)-2-pyridylazo]-9-phenanthrol). Reaction SMILES: [CH:1]1[C:14]2[C:13](=O)[C:12](=[O:16])[C:11]3[C:6](=[CH:7][CH:8]=[CH:9][CH:10]=3)[C:5]=2[CH:4]=[CH:3][CH:2]=1.[NH:17]([C:19]1[CH:24]=[CH:23][CH:22]=[C:21]([O:25][C:26]2[CH:31]=[CH:30][C:29]([C:32]([F:35])([F:34])[F:33])=[CH:28][CH:27]=2)[N:20]=1)[NH2:18]>C(O)(=O)C>[F:35][C:32]([F:33])([F:34])[C:29]1[CH:30]=[CH:31][C:26]([O:25][C:21]2[N:20]=[C:19]([N:17]=[N:18][C:13]3[C:14]4[CH:1]=[CH:2][CH:3]=[CH:4][C:5]=4[C:6]4[C:11](=[CH:10][CH:9]=[CH:8][CH:7]=4)[C:12]=3[OH:16])[CH:24]=[CH:23][CH:22]=2)=[CH:27][CH:28]=1. Reported procedure: Then, a reaction flask was loaded with acetic acid (30 ml) and 9,10-phenanthrenequinone (2.0 g), and the temperature was raised to 100° C. with stirring to dissolve 9,10-phenanthrenequinone. To this mixture, 2-hydrazino-6-(4-trifluoromethylphenoxy)pyridine (3.0 g) was added in 15 minutes. After stirring at 95 to 105° C. for two hours, the reaction mixture was filtrated. The filtrated crystals were successively washed with hot water and hot methanol, followed by recrystallization with dioxane-wat... Reactants: CN1CCCC1=O, NC1CCN(c2nc(NCC(O)(c3ccc(Cl)cc3)c3ccc(Cl)cc3)c3ncn(C4CC(NC(=O)CO)C(O)C4O)c3n2)C1, O=C(Nc1cccnc1)Oc1ccccc1. Product: O=C(CO)NC1CC(n2cnc3c(NCC(O)(c4ccc(Cl)cc4)c4ccc(Cl)cc4)nc(N4CCC(NC(=O)Nc5cccnc5)C4)nc32)C(O)C1O. RXN SMILES: [CH3:62][N:63]1[CH2:64][CH2:65][CH2:66][C:67]1=[O:68].[NH2:1][CH:2]1[CH2:3][N:4]([c:7]2[n:8][c:9]([NH:28][CH2:29][C:30]([OH:31])([c:32]3[cH:33][cH:34][c:35]([Cl:38])[cH:36][cH:37]3)[c:39]3[cH:40][cH:41][c:42]([Cl:45])[cH:43][cH:44]3)[c:10]3[n:11][cH:12][n:13]([CH:16]4[CH:17]([OH:27])[CH:18]([OH:26])[CH:19]([NH:21][C:22]([CH2:23][OH:24])=[O:25])[CH2:20]4)[c:14]3[n:15]2)[CH2:5][CH2:6]1.[c:46]1([O:52][C:53](=[O:47])[NH:54][c:55]2[cH:56][n:57][cH:58][cH:59][cH:60]2)[cH:48][cH:49][cH:50][cH:51][cH:61]1>>[NH:1]([CH:2]1[CH2:3][N:4]([c:7]2[n:8][c:9]([NH:28][CH2:29][C:30]([OH:31])([c:32]3[cH:33][cH:34][c:35]([Cl:38])[cH:36][cH:37]3)[c:39]3[cH:40][cH:41][c:42]([Cl:45])[cH:43][cH:44]3)[c:10]3[n:11][cH:12][n:13]([CH:16]4[CH:17]([OH:27])[CH:18]([OH:26])[CH:19]([NH:21][C:22]([CH2:23][OH:24])=[O:25])[CH2:20]4)[c:14]3[n:15]2)[CH2:5][CH2:6]1)[C:53](=[O:52])[NH:54][c:55]1[cH:56][n:57][cH:58][cH:59][cH:60]1. The reactants are NC1=C(C#N)C=C(C=C1)I (2-amino-5-iodobenzonitrile), powder, [Cl-].COC1=C(C[Zn+])C=CC=C1 (2-methoxybenzylzinc chloride), NC1=C(C#N)C=C(C=C1)CC1=CC=CC=C1 (2-amino-5-benzylbenzonitrile). Yields the product NC1=C(C#N)C=C(C=C1)CC1=C(C=CC=C1)OC (2-Amino-5-(2′-methoxybenzyl)benzonitrile). RXN SMILES: [NH2:1][C:2]1[CH:9]=[CH:8][C:7](I)=[CH:6][C:3]=1[C:4]#[N:5].[Cl-].[CH3:12][O:13][C:14]1[CH:21]=[CH:20][CH:19]=[CH:18][C:15]=1[CH2:16][Zn+].NC1C=CC(CC2C=CC=CC=2)=CC=1C#N>>[NH2:1][C:2]1[CH:9]=[CH:8][C:7]([CH2:16][C:15]2[CH:18]=[CH:19][CH:20]=[CH:21][C:14]=2[O:13][CH3:12])=[CH:6][C:3]=1[C:4]#[N:5] |f:1.2|. Reported procedure: From 9 (610 mg, 2.5 mmol) and 2-methoxybenzylzinc chloride (0.5 M in THF, 10 mL, 5 mmol) by the same method as 10a; white powder (364 mg, 61%): mp 77.5-78.5° C.; 1H NMR (CDCl3) δ 3.81 (s, 3H, OMe), 3.82 (s, 2H, CH2), 4.25 (br s, 2H, NH2), 6.64 (d, J=8.0 Hz, 1H, H-3), 6.85-6.88 (m, 2H, H-3′ and H-5′), 7.06 (d, J=7.2 Hz, 1H, H-6′), 7.18-7.23 (m, 3H, H-4′, H-4, and H-6). Starting materials: O.[OH-].[Li+] (lithium hydroxide monohydrate), CC(C)(C)[Si](OC=1C=C(C(=O)NC=2SC=CN2)C=C(C1)O[C@H](CO[Si](C)(C)C(C)(C)C)C)(C)C (3-{[(1,1-dimethylethyl)(dimethyl)silyl]oxy}-5-[((1S)-2-{[(1,1-dimethylethyl)(dimethyl)silyl]oxy}-1-methylethyl)oxy]-N-1,3-thiazol-2-ylbenzamide). Run in C1CCOC1 (THF). Run at time 8 hour. Yields the product CC(C)(C)[Si](OC[C@H](C)OC=1C=C(C(=O)NC=2SC=CN2)C=C(C1)O)(C)C (3-[((1S)-2-{[(1,1-Dimethylethyl)(dimethyl)silyl]oxy}-1-methylethyl)oxy]-5-hydroxy-N-1,3-thiazol-2-ylbenzamide). Isolated yield 73.0%. RXN SMILES: O.[OH-].[Li+].CC([Si](C)(C)[O:9][C:10]1[CH:11]=[C:12]([CH:21]=[C:22]([O:24][C@@H:25]([CH3:35])[CH2:26][O:27][Si:28]([C:31]([CH3:34])([CH3:33])[CH3:32])([CH3:30])[CH3:29])[CH:23]=1)[C:13]([NH:15][C:16]1[S:17][CH:18]=[CH:19][N:20]=1)=[O:14])(C)C>C1COCC1>[CH3:32][C:31]([Si:28]([CH3:30])([CH3:29])[O:27][CH2:26][C@@H:25]([O:24][C:22]1[CH:21]=[C:12]([CH:11]=[C:10]([OH:9])[CH:23]=1)[C:13]([NH:15][C:16]1[S:17][CH:18]=[CH:19][N:20]=1)=[O:14])[CH3:35])([CH3:33])[CH3:34] |f:0.1.2|. Procedure details: An aqueous solution of lithium hydroxide monohydrate (0.304 g, 7.25 mmol) was added to a solution of 3-{[(1,1-dimethylethyl)(dimethyl)silyl]oxy}-5-[((1S)-2-{[(1,1-dimethylethyl)(dimethyl)silyl]oxy}-1-methylethyl)oxy]-N-1,3-thiazol-2-ylbenzamide (1.552 g, 2.90 mmol) in THF (40 mL) and stirred at RT overnight. The THF was removed in vacuo and the residual solution adjusted to pH 7 by addition of 1N hydrochloric acid (7.25 mL). A gum formed, and the solution was filtered and the gum dissolved in me... Reactants: O (Water), Cl.NO (Hydroxylamine hydrochloride), [OH-].[K+] (potassium hydroxide), C(C)(C)(C)C=1C=C(C=C(C1)C(C)(C)C)/C=C/C=1C=C(CO)C=C(C1)\C=C\C1=CC(=CC(=C1)C(C)(C)C)C(C)(C)C (3,5-bis(3,5-di-tert-butylphenyl-E-vinyl)benzyl alcohol), solution. Solvent: CN(C=O)C (N,N-dimethylformamide). Conditions: temperature 0 celsius, time 10 minute. Yields the product C(C)(C)(C)C=1C=C(C=C(C1)C(C)(C)C)CCC=1C=C(CO)C=C(C1)CCC1=CC(=CC(=C1)C(C)(C)C)C(C)(C)C (3,5-bis[2-(3,5-di-tert-butylphenyl)ethyl)benzylalcohol). Isolated yield 95.1%. As a reaction SMILES: Cl.NO.[OH-].[K+].[C:6]([C:10]1[CH:11]=[C:12](/[CH:20]=[CH:21]/[C:22]2[CH:23]=[C:24]([CH:27]=[C:28](/[CH:30]=[CH:31]/[C:32]3[CH:37]=[C:36]([C:38]([CH3:41])([CH3:40])[CH3:39])[CH:35]=[C:34]([C:42]([CH3:45])([CH3:44])[CH3:43])[CH:33]=3)[CH:29]=2)[CH2:25][OH:26])[CH:13]=[C:14]([C:16]([CH3:19])([CH3:18])[CH3:17])[CH:15]=1)([CH3:9])([CH3:8])[CH3:7].O>CN(C)C=O>[C:38]([C:36]1[CH:37]=[C:32]([CH2:31][CH2:30][C:28]2[CH:27]=[C:24]([CH:23]=[C:22]([CH2:21][CH2:20][C:12]3[CH:13]=[C:14]([C:16]([CH3:19])([CH3:18])[CH3:17])[CH:15]=[C:10]([C:6]([CH3:9])([CH3:8])[CH3:7])[CH:11]=3)[CH:29]=2)[CH2:25][OH:26])[CH:33]=[C:34]([C:42]([CH3:43])([CH3:44])[CH3:45])[CH:35]=1)([CH3:39])([CH3:40])[CH3:41] |f:0.1,2.3|. Procedure details: Hydroxylamine hydrochloride (77.66 g, 1.117 mol) was dissolved in N,N-dimethylformamide (216 cm3). Powdered potassium hydroxide (73.45 g, 1.309 mol) was added and the solution stirred for 10 min, evolving heat and giving a white precipitate. The suspension was filtered, the solid washed with N,N-dimethylformamide (40 cm3) and the filtrates combined and cooled to 0° C. Ethyl acetate (48.6 cm3) was added to give a stock solution which was stirred at 0° C. A suspension of 3,5-bis(3,5-di-tert-butylp... The solvent is C1CCOC1 (THF). Isolated yield 89.5%. Reaction SMILES: [C:1]([N:11]([CH3:19])[C@H:12]([C:16]([OH:18])=O)[CH:13]([CH3:15])[CH3:14])([O:3][CH2:4][C:5]1[CH:10]=[CH:9][CH:8]=[CH:7][CH:6]=1)=[O:2].[NH:20]([CH3:37])[C@H:21]([C:34]([NH2:36])=[O:35])[CH2:22][C:23]1[CH:28]=[CH:27][C:26]([OH:29])=[C:25]([C:30]([CH3:33])([CH3:32])[CH3:31])[CH:24]=1.O>C1COCC1>[C:1]([N:11]([CH3:19])[C@H:12]([C:16]([N:20]([CH3:37])[C@H:21]([C:34]([NH2:36])=[O:35])[CH2:22][C:23]1[CH:28]=[CH:27][C:26]([OH:29])=[C:25]([C:30]([CH3:31])([CH3:32])[CH3:33])[CH:24]=1)=[O:18])[CH:13]([CH3:14])[CH3:15])([O:3][CH2:4][C:5]1[CH:6]=[CH:7][CH:8]=[CH:9][CH:10]=1)=[O:2]. Run at time 8 hour. Product: C(=O)(OCC1=CC=CC=C1)N([C@@H](C(C)C)C(=O)N([C@@H](CC1=CC(=C(C=C1)O)C(C)(C)C)C(=O)N)C)C (Z-N-Me-Val-N-Me-Tyr(3-tBu)-NH2). Starting materials: O (water), C(=O)(OCC1=CC=CC=C1)N([C@@H](C(C)C)C(=O)O)C (Z-N-Me-Val-OH), N([C@@H](CC1=CC(=C(C=C1)O)C(C)(C)C)C(=O)N)C (N-Me-Tyr(3-tBu)-NH2), TEA. Reported procedure: To a solution of Z-N-Me-Val-OH (700 mg, 2.64 mmol), N-Me-Tyr(3-tBu)-NH2 (0.55 g, 2.20 mmol) and CMPI (674 mg 2.64 mmol) in THF (22 ml), under cooling with ice, TEA (0.61 ml) was added and stirred at room temperature overnight. The reaction mixture was mixed with water and extracted with ethyl acetate. The organic layer was washed with saturated brine, dried over sodium sulfate and evaporated to remove the solvent under reduced pressure; the thus obtained residue was subjected to silica gel colum...